The task is: describe an organic reaction: reactants, conditions, products, and yield. This data is from the Open Reaction Database (ORD), a public repository of structured organic reaction records. Starting materials: C1(=CC=CC=C1)C1=NOC(=C1C(F)(F)F)C(=O)O (3-phenyl-4-(trifluoromethyl)isoxazole-5-carboxylic acid), FC1=NC(=NC(=N1)F)F (2,4,6-trifluoro-1,3,5-triazine). Reagents/catalysts: N1=CC=CC=C1 (pyridine). Run in ClCCl (dichloromethane), ClCCl (dichloromethane). Conditions: time 8 hour. Yields the product C1(=CC=CC=C1)C1=NOC(=C1C(F)(F)F)C(=O)F (3-phenyl-4-(trifluoromethyl)isoxazole-5-carbonyl fluoride). Yield: 95.7%. As a reaction SMILES: [C:1]1([C:7]2[C:11]([C:12]([F:15])([F:14])[F:13])=[C:10]([C:16]([OH:18])=O)[O:9][N:8]=2)[CH:6]=[CH:5][CH:4]=[CH:3][CH:2]=1.[F:19]C1N=C(F)N=C(F)N=1>ClCCl.N1C=CC=CC=1>[C:1]1([C:7]2[C:11]([C:12]([F:15])([F:14])[F:13])=[C:10]([C:16]([F:19])=[O:18])[O:9][N:8]=2)[CH:6]=[CH:5][CH:4]=[CH:3][CH:2]=1. Reported procedure: To a mixture of 3-phenyl-4-(trifluoromethyl)isoxazole-5-carboxylic acid (3.00 g, 11.7 mmol) and pyridine (1.132 mL, 14 0 mmol) in dichloromethane (100 mL) at room temperature was added 2,4,6-trifluoro-1,3,5-triazine (cyanuric fluoride) (1.18 mL, 14.0 mmol). The reaction mixture was stirred at room temperature overnight, diluted with dichloromethane (300 mL), washed with an ice-cold solution of 0.5N aqueous hydrochloric acid (2×100 mL), and the organic layer was collected. The aqueous layer was b... Reactants: C[Si](C1=CC=C(C=C1)NC(C)=O)(C)C (N-(4-(trimethylsilyl)phenyl)acetamide), CNCCNC (N,N′-dimethylethylenediamine), BrC1=CC=C(C#N)C=C1 (4-bromobenzonitrile), C([O-])([O-])=O.[K+].[K+] (potassium carbonate). Reagents/catalysts: [Cu]I (copper (I) iodide). Run in C=1(C(=CC=CC1)C)C (xylene). The product is C(#N)C1=CC=C(C=C1)N(C(C)=O)C1=CC=C(C=C1)[Si](C)(C)C (N-(4-cyanophenyl)-N-(4-(trimethylsilyl)phenyl)acetamide). RXN SMILES: [CH3:1][Si:2]([CH3:14])([CH3:13])[C:3]1[CH:8]=[CH:7][C:6]([NH:9][C:10](=[O:12])[CH3:11])=[CH:5][CH:4]=1.Br[C:16]1[CH:23]=[CH:22][C:19]([C:20]#[N:21])=[CH:18][CH:17]=1.C(=O)([O-])[O-].[K+].[K+].CNCCNC>[Cu]I.C1(C)C(C)=CC=CC=1>[C:20]([C:19]1[CH:22]=[CH:23][C:16]([N:9]([C:6]2[CH:5]=[CH:4][C:3]([Si:2]([CH3:13])([CH3:1])[CH3:14])=[CH:8][CH:7]=2)[C:10](=[O:12])[CH3:11])=[CH:17][CH:18]=1)#[N:21] |f:2.3.4|. Reported procedure: Under a flow of argon, in a 1 L-recovery flask, 27 g of N-(4-(trimethylsilyl)phenyl)acetamide, 30 g of 4-bromobenzonitrile, 6.3 g of copper (I) iodide, 45.6 g of potassium carbonate, and 412 mL of xylene were placed. After stirring, 7.1 mL of N,N′-dimethylethylenediamine was added. The resultant was heated and stirred at reflux for 18 hours. Procedure details: To a solution of 2-chloro-3-nitropyridine (4.74 g, 0.03 mol) in toluene (50 mL), Na2CO3 (3.39 g, 32.0 mmol) and 4,4-dimethylpiperidine (J. Org. Chem., 47(20), 3890, (1982), 3.3 g, 0.033 mmol) were added. The resulting mixture was stirred at 50° C. for 1 h and concentrated in vacuo. Water (20 mL) and EtOAc (50 mL) were then added. The organic layer was separated, dried and concentrated to afford 4,4-dimethyl-3′-nitro-3,4,5,6-tetrahydro-2H-[1,2′]bipyridinyl which was directly subjected to catalyti... The solvent is C1(=CC=CC=C1)C (toluene). Reactants: ClC1=NC=CC=C1[N+](=O)[O-] (2-chloro-3-nitropyridine), C(=O)([O-])[O-].[Na+].[Na+] (Na2CO3), CC1(CCNCC1)C (4,4-dimethylpiperidine). Product: CC1(CCN(CC1)C1=NC=CC=C1[N+](=O)[O-])C (4,4-dimethyl-3′-nitro-3,4,5,6-tetrahydro-2H-[1,2′]bipyridinyl). RXN SMILES: Cl[C:2]1[C:7]([N+:8]([O-:10])=[O:9])=[CH:6][CH:5]=[CH:4][N:3]=1.C([O-])([O-])=O.[Na+].[Na+].[CH3:17][C:18]1([CH3:24])[CH2:23][CH2:22][NH:21][CH2:20][CH2:19]1>C1(C)C=CC=CC=1>[CH3:17][C:18]1([CH3:24])[CH2:23][CH2:22][N:21]([C:2]2[C:7]([N+:8]([O-:10])=[O:9])=[CH:6][CH:5]=[CH:4][N:3]=2)[CH2:20][CH2:19]1 |f:1.2.3|. Reaction conditions: temperature 50 celsius, time 1 hour. Reactants: C1(=CC=CC=C1)C#CC#CC#C[C@H]1[C@@H](O1)C=CCO ((trans)-3-[3-(6-Phenyl-1,3,5-hexatriynyl)oxiranyl]-2-propen-1-ol), solution, C(C)(C)(C)OO (t-butylhydroperoxide). The reagents and catalysts are C/C(=C\C(=O)C)/O.C/C(=C\C(=O)C)/O.O=[V] (vanadyl acetylacetonate). Run in C1=CC=CC=C1 (benzene), C1=CC=CC=C1 (benzene). Reaction conditions: time 4 hour. Yields the product C1(=CC=CC=C1)C#CC#CC#CC1C(O1)[C@H]1[C@@H](O1)CO ((trans)-3-[3-(6-Phenyl-1,3,5-hexatriynyl)oxiranyl]-oxiranemethanol). As a reaction SMILES: [C:1]1([C:7]#[C:8][C:9]#[C:10][C:11]#[C:12][C@@H:13]2[O:15][C@H:14]2[CH:16]=[CH:17][CH2:18][OH:19])[CH:6]=[CH:5][CH:4]=[CH:3][CH:2]=1.C([O:24]O)(C)(C)C>C1C=CC=CC=1.C/C(/O)=C\C(C)=O.C/C(/O)=C\C(C)=O.O=[V]>[C:1]1([C:7]#[C:8][C:9]#[C:10][C:11]#[C:12][CH:13]2[O:15][CH:14]2[C@@H:16]2[O:24][C@H:17]2[CH2:18][OH:19])[CH:2]=[CH:3][CH:4]=[CH:5][CH:6]=1 |f:3.4.5|. Reported procedure: To a stirred solution of 22 mg (0.089 mmole) of (trans)-3-[3-(6-phenyl-1,3,5-hexatriynyl)oxiranyl]-2-propen-1-ol (see Example 6) in 5 ml of dry benzene was added 2 mg of vanadyl acetylacetonate and 50 μl (0.26 mmole) of a 5.43M solution of t-butylhydroperoxide in benzene. The mixture was stirred for 4 hours. The mixture was concentrated and the residue was purified via preparative thin layer chromatography (silica gel; ethyl acetate-hexane 1:1) to afford 11 mg of the title compound as an approxi... Reaction SMILES: [O:1]1[C:5]2[CH:6]=[CH:7][CH:8]=[N:9][C:4]=2[CH2:3][C:2]1=O.[OH-].[Na+].P(Cl)(Cl)([Cl:15])=O>>[Cl:15][C:2]1[O:1][C:5]2[CH:6]=[CH:7][CH:8]=[N:9][C:4]=2[CH:3]=1 |f:1.2|. The reactants are O1C(CC2=C1C=CC=N2)=O (furopyridone), P(=O)(Cl)(Cl)Cl (phosphorus oxychloride), [OH-].[Na+] (sodium hydroxide). The product is ClC1=CC2=C(C=CC=N2)O1 (chlorofuropyridine), ( 7 ). Reported procedure: Furopyridone (6, 3.26 g, 24.15 mmol) is treated with phosphorus oxychloride (10 ml) at refluxing temperature for 3 hours. After cooling, the dark solution is poured into ice and basified with aqueous sodium hydroxide to pH ˜9. The mixture is extracted with chloroform. After evaporation of the chloroform, the brown oil is applied to flash column chromatography on silica gel to give chlorofuropyridine as yellow crystalline solid (7). Reactants: FC=1C=C(C=CC1)N1C(C=C(C2=CC=CN=C12)O)=O (1-(3-fluorophenyl)-4-hydroxy-1,8-naphthyridin-2 (1H)-one), C1(=CC=CC=C1)CC(=O)Cl (phenylacetyl chloride), [H][H] (hydrogen), Example 31 ( 3 ), [H-].[Na+] (sodium hydride), O.NN (hydrazine monohydrate). The solvent is O (water), O (water), CN(C)C=O (DMF). Yields the product C(C1=CC=CC=C1)C1=NNC2=C1C(N(C=1N=CC=CC21)C2=CC(=CC=C2)F)=O (3-benzyl-5-(3-fluorophenyl)-1H-pyrazolo[4,3-c][1,8]naphthyridin-4 (5H)-one). The yield is 44.5%. As a reaction SMILES: [F:1][C:2]1[CH:3]=[C:4]([N:8]2[C:17]3[C:12](=[CH:13][CH:14]=[CH:15][N:16]=3)[C:11](O)=[CH:10][C:9]2=[O:19])[CH:5]=[CH:6][CH:7]=1.[H-].[Na+].[H][H].[C:24]1([CH2:30][C:31](Cl)=O)[CH:29]=[CH:28][CH:27]=[CH:26][CH:25]=1.O.[NH2:35][NH2:36]>CN(C=O)C.O>[CH2:30]([C:31]1[C:10]2[C:9](=[O:19])[N:8]([C:4]3[CH:5]=[CH:6][CH:7]=[C:2]([F:1])[CH:3]=3)[C:17]3[N:16]=[CH:15][CH:14]=[CH:13][C:12]=3[C:11]=2[NH:36][N:35]=1)[C:24]1[CH:29]=[CH:28][CH:27]=[CH:26][CH:25]=1 |f:1.2,5.6|. Procedure: To a suspension of 1-(3-fluorophenyl)-4-hydroxy-1,8-naphthyridin-2 (1H)-one (512 mg, 2.0 mmol, obtained in Synthetic Example 31 (3)) in DMF (8 ml) was added sodium hydride (about 60%, 192 mg, 4.8 mmol, 2.4 eq.), the mixture was stirred until the production of hydrogen was completed. Next, after phenylacetyl chloride (371 mg, 2.4 mmol, 1.2 eq.) was added, the mixture was stirred at room temperature, and treated with water. The resultant DMF layer was washed with hexane, acidified with hydrochlori...